This data is from the Open Reaction Database (ORD), a public repository of structured organic reaction records. The task is: describe an organic reaction: reactants, conditions, products, and yield Reactants: CCOC(=O)C(CCCCCCCC1CCCCC1)C(=O)OCC, CCO, [K+], [OH-]. The product is CCOC(=O)C1(CCCCCCCC2CCCCC2)CO1. Reaction SMILES: [CH2:1]([CH3:2])[O:3][C:4]([CH:5]([C:6](=[O:7])[O:8][CH2:9][CH3:10])[CH2:11][CH2:12][CH2:13][CH2:14][CH2:15][CH2:16][CH2:17][CH:18]1[CH2:19][CH2:20][CH2:21][CH2:22][CH2:23]1)=[O:24].[CH3:27][CH2:28][OH:29].[K+:26].[OH-:25]>>[CH2:1]([CH3:2])[O:3][C:4]([C:5]1([CH2:11][CH2:12][CH2:13][CH2:14][CH2:15][CH2:16][CH2:17][CH:18]2[CH2:19][CH2:20][CH2:21][CH2:22][CH2:23]2)[CH2:6][O:7]1)=[O:24]. Starting materials: BrCC1COC2=C(O1)C=CC=C2 (2-(bromomethyl)-2,3-dihydro-1,4-benzodioxin), Br.Br.N1CCC(CC1)CNC=1SC2=C(N1)C=CC=C2 (N-(4-piperidinylmethyl)-2-benzothiazolamine dihydrobromide), C([O-])([O-])=O.[Na+].[Na+] (sodium carbonate), [I-].[Na+] (sodium iodide). Run in CN(C=O)C (N,N-dimethylformamide), O (water). Conditions: temperature 70 celsius, time 48 hour. Product: O1C(COC2=C1C=CC=C2)CN2CCC(CC2)CNC=2SC1=C(N2)C=CC=C1 (N-[[1-[(2,3-dihydro-1,4-benzodioxin-2-yl)methyl]-4-piperidinyl]methyl]-2-benzothiazolamine). Reaction SMILES: Br[CH2:2][CH:3]1[O:8][C:7]2[CH:9]=[CH:10][CH:11]=[CH:12][C:6]=2[O:5][CH2:4]1.Br.Br.[NH:15]1[CH2:20][CH2:19][CH:18]([CH2:21][NH:22][C:23]2[S:24][C:25]3[CH:31]=[CH:30][CH:29]=[CH:28][C:26]=3[N:27]=2)[CH2:17][CH2:16]1.C(=O)([O-])[O-].[Na+].[Na+].[I-].[Na+]>O.CN(C)C=O>[O:8]1[C:7]2[CH:9]=[CH:10][CH:11]=[CH:12][C:6]=2[O:5][CH2:4][CH:3]1[CH2:2][N:15]1[CH2:20][CH2:19][CH:18]([CH2:21][NH:22][C:23]2[S:24][C:25]3[CH:31]=[CH:30][CH:29]=[CH:28][C:26]=3[N:27]=2)[CH2:17][CH2:16]1 |f:1.2.3,4.5.6,7.8|. Reported procedure: A mixture of 3.8 parts of 2-(bromomethyl)-2,3-dihydro-1,4-benzodioxin, 6.3 parts of N-(4-piperidinylmethyl)-2-benzothiazolamine dihydrobromide, 10 parts of sodium carbonate, 0.1 parts of sodium iodide and 68 parts of N,N-dimethylformamide was stirred for 48 hours at 70° C. The reaction mixture was poured into water and the product was extracted with 4-methyl-2-pentanone. The extract was dried, filtered and evaporated. The oily residue was crystallized from acetonitrile, yielding 2.8 parts of N-[... The reactants are [Al+3], CC(=O)Cl, [Cl-], [Cl-], [Cl-], Cl, O, c1ccc2c(c1)Cc1cccnc1O2. Product: CC(=O)c1ccc2c(c1)Cc1cccnc1O2. Reaction SMILES: [Al+3:6].[CH3:1][C:2]([Cl:3])=[O:4].[Cl-:5].[Cl-:7].[Cl-:8].[ClH:23].[OH2:24].[n:9]1[c:10]2[c:11]([cH:12][cH:13][cH:14]1)[CH2:15][c:16]1[c:17]([cH:19][cH:20][cH:21][cH:22]1)[O:18]2>>[CH3:1][C:2](=[O:4])[c:21]1[cH:20][cH:19][c:17]2[c:16]([cH:22]1)[CH2:15][c:11]1[c:10]([n:9][cH:14][cH:13][cH:12]1)[O:18]2. Starting materials: OC=1C=NC(=NC1)C1=CC=C(C=C1)CCCCCCCC (5-hydroxy-2-(4-octylphenyl)pyrimidine), C(C)O (ethanol), C(CCCCCCC)I (octyl iodide), N12NCCCCC2=CCCC1 (diazabicyclo[5.4.0]undec-7-ene). The solvent is C1(=CC=CC=C1)C (toluene). The product is C(CCCCCCC)OC=1C=NC(=NC1)C1=CC=C(C=C1)CCCCCCCC (5-octyloxy-2-(4-octylphenyl)pyrimidine). Isolated yield 70.0%. Reaction SMILES: [OH:1][C:2]1[CH:3]=[N:4][C:5]([C:8]2[CH:13]=[CH:12][C:11]([CH2:14][CH2:15][CH2:16][CH2:17][CH2:18][CH2:19][CH2:20][CH3:21])=[CH:10][CH:9]=2)=[N:6][CH:7]=1.C(O)C.[CH2:25](I)[CH2:26][CH2:27][CH2:28][CH2:29][CH2:30][CH2:31][CH3:32].N12CCCC=C1CCCCN2>C1(C)C=CC=CC=1>[CH2:25]([O:1][C:2]1[CH:7]=[N:6][C:5]([C:8]2[CH:13]=[CH:12][C:11]([CH2:14][CH2:15][CH2:16][CH2:17][CH2:18][CH2:19][CH2:20][CH3:21])=[CH:10][CH:9]=2)=[N:4][CH:3]=1)[CH2:26][CH2:27][CH2:28][CH2:29][CH2:30][CH2:31][CH3:32]. Procedure details: To 5-hydroxy-2-(4-octylphenyl)pyrimidine (5 g, 0.018 mol) were added ethanol (50 ml), octyl iodide (12.6 g, 0.053 mol) and diazabicyclo[5.4.0]undec-7-ene (0.053 mol), followed by refluxing the mixture for 4 hours, dissolving the reaction mixture in toluene, sufficiently washing the solution with 2N-NaOH aqueous solution, further washing it with water, distilling off toluene and recrystallizing the residue from methanol (75 ml) to obtain 5-octyloxy-2-(4-octylphenyl)pyrimidine (5 g). This product ... Starting materials: ClC1=NS(C2=C(N1)C=C(S2)Cl)(=O)=O (3,6-dichloro-4H-thieno[3,2-e]-1,2,4-thiadiazine 1,1-dioxide), C(CC)N (n-propylamine). Solvent: C(C)(=O)OCC (ethyl acetate). Conditions: temperature 60 celsius, time 16 hour. Yields the product ClC1=CC=2NC(=NS(C2S1)(=O)=O)NCCC (6-Chloro-3-propylamino-4H-thieno[3,2-e]-1,2,4-thiadiazine 1,1-dioxide). Reaction SMILES: Cl[C:2]1[NH:7][C:6]2[CH:8]=[C:9]([Cl:11])[S:10][C:5]=2[S:4](=[O:13])(=[O:12])[N:3]=1.[CH2:14]([NH2:17])[CH2:15][CH3:16]>C(OCC)(=O)C>[Cl:11][C:9]1[S:10][C:5]2[S:4](=[O:13])(=[O:12])[N:3]=[C:2]([NH:17][CH2:14][CH2:15][CH3:16])[NH:7][C:6]=2[CH:8]=1. Reported procedure: The title compound was prepared from 3,6-dichloro-4H-thieno[3,2-e]-1,2,4-thiadiazine 1,1-dioxide and n-propylamine by a procedure analogous to the procedure described in example 1Bb, except that the mixture was stirred for 16 h at 60° C.; mp 258°-261° C. (ethyl acetate); 1H-NMR (DMSO-d6): δ 0.89 (t, 3H), 1.52 (sext, 2H), 3.15 (q, 2H), 7.05 (s, 1H), 7.29 (br. s, 1H), 10.95 (br. s, 1H). The reactants are S(=O)(Cl)Cl (Thionyl chloride), CN1C=C(C[C@@H](N)C(=O)O)C2=CC=CC=C12 (1-methyl-D-tryptophan), CO (MeOH). Conditions: time 20 hour. The product is Cl.COC([C@H](N)CC1=CN(C2=CC=CC=C12)C)=O (1-Methyl-D-tryptophan methyl ester hydrochloride). As a reaction SMILES: S(Cl)([Cl:3])=O.[CH3:5][N:6]1[C:20]2[C:15](=[CH:16][CH:17]=[CH:18][CH:19]=2)[C:8]([CH2:9][C@H:10]([C:12]([OH:14])=[O:13])[NH2:11])=[CH:7]1.[CH3:21]O>>[ClH:3].[CH3:21][O:13][C:12](=[O:14])[C@@H:10]([CH2:9][C:8]1[C:15]2[C:20](=[CH:19][CH:18]=[CH:17][CH:16]=2)[N:6]([CH3:5])[CH:7]=1)[NH2:11] |f:3.4|. Procedure details: Thionyl chloride (1.3 mL, 18.4 mmol) was added dropwise to a suspension of 1-methyl-D-tryptophan (2.0 g, 9.2 mmol) in MeOH (30 mL) at 0° C. under a nitrogen blanket. The resulting mixture was warmed slowly to room temperature and stirred for a total of 20 hours. The solvent was removed under reduced pressure and triturated with Et2O (20 mL). The solids were collected by vacuum filtration, then dried in a vacuum oven at 60° C. for 3 days to provide Intermediate 1 as an off-white powder, which was... Reactants: ClC=1C2=C(N=CN1)SC=C2C=2SC=CC2 (4-chloro-5-(2-thienyl)thieno[2,3-d]pyrimidine), NC1CC2=CC=CC=C2C1 (2-aminoindan). The product is C1C(CC2=CC=CC=C12)NC=1C2=C(N=CN1)SC=C2C=2SC=CC2 (4-(2-Indanylamino)-5-(2-thienyl)thieno[2,3-d]pyrimidine). Yield: 100.0%. RXN SMILES: Cl[C:2]1[C:3]2[C:10]([C:11]3[S:12][CH:13]=[CH:14][CH:15]=3)=[CH:9][S:8][C:4]=2[N:5]=[CH:6][N:7]=1.[NH2:16][CH:17]1[CH2:25][C:24]2[C:19](=[CH:20][CH:21]=[CH:22][CH:23]=2)[CH2:18]1>>[CH2:18]1[C:19]2[C:24](=[CH:23][CH:22]=[CH:21][CH:20]=2)[CH2:25][CH:17]1[NH:16][C:2]1[C:3]2[C:10]([C:11]3[S:12][CH:13]=[CH:14][CH:15]=3)=[CH:9][S:8][C:4]=2[N:5]=[CH:6][N:7]=1. Reported procedure: Using 4-chloro-5-(2-thienyl)thieno[2,3-d]pyrimidine (50 mg, 0.20 mmol) and 2-aminoindan (110 mg, 0.80 mmol), a similar procedure to Production Example 190 was carried out. The product obtained was purified by silica gel chromatography (hexane:ethyl acetate=1:1) to obtain the title compound (70 mg, 0.20 mmol) having the following physical properties: The reactants are C1(=CC=CC=C1)CC1=CC=CC=C1 (diphenylmethane), ClS(=O)(=O)O (chlorosulfonic acid), O (water). The solvent is ClCCl (dichloromethane). Product: C1(=CC=CC=C1)CC1=CC=C(C=C1)S(=O)(=O)O (4-Phenylmethylbenzenesulfonic Acid). Reaction SMILES: [C:1]1([CH2:7][C:8]2[CH:13]=[CH:12][CH:11]=[CH:10][CH:9]=2)[CH:6]=[CH:5][CH:4]=[CH:3][CH:2]=1.Cl[S:15]([OH:18])(=[O:17])=[O:16].O>ClCCl>[C:1]1([CH2:7][C:8]2[CH:9]=[CH:10][C:11]([S:15]([OH:18])(=[O:17])=[O:16])=[CH:12][CH:13]=2)[CH:6]=[CH:5][CH:4]=[CH:3][CH:2]=1. Procedure details: To 33.6 g (0.2 mol) of diphenylmethane in 100 g of dichloromethane at room temperature, 23.4 g (0.2 mol) of chlorosulfonic acid was added dropwise. The solution was ripened for 2 hours, whereupon 50 g of water was added. This reaction mixture was used in the subsequent reaction without isolation. Reaction SMILES: N1C=[CH:5][CH:4]=[CH:3][C:2]=1[C:7]1[CH:12]=[CH:11][CH:10]=CN=1.BrCC1C=CC(CBr)=CC=1.[C:23]([O:27][CH2:28][CH2:29][CH2:30][CH3:31])(=[O:26])[CH:24]=[CH2:25].[CH2:32]=[CH:33][C:34]1[CH:39]=[CH:38][CH:37]=[CH:36][CH:35]=1>[Cu]Br>[CH2:5]=[CH:4][C:3]1[CH:2]=[CH:7][CH:12]=[CH:11][CH:10]=1.[C:23]([O:27][CH2:28][CH2:29][CH2:30][CH3:31])(=[O:26])[CH:24]=[CH2:25].[CH2:32]=[CH:33][C:34]1[CH:39]=[CH:38][CH:37]=[CH:36][CH:35]=1 |f:5.6.7|. Reported procedure: To a 10 ml round bottom flask with a stir bar, 2,2′-bipyridine (32.8 mg, 0.21 mmol), copper (I) bromide (10.2 mg, 0.07 mmol), and α,α′-dibromo-p-xylene (18.5 mg, 0.07 mmol) were added. The flask was sealed with a rubber septum and the contents of the flask degassed by applying a vacuum and backfilling with argon. Degassed butyl acrylate (5.0 ml, 34.9 mmol) was added via syringe. The reaction mixture was heated at 100° C. and stirred. After six hours the reaction was viscous. Conversion was found... Reaction conditions: temperature 100 celsius, time 6 hour. The reagents and catalysts are [Cu]Br (copper (I) bromide). Yields the product C=CC1=CC=CC=C1.C(C=C)(=O)OCCCC.C=CC1=CC=CC=C1 (Styrene Butyl Acrylate Styrene). The reactants are C=CC1=CC=CC=C1 (styrene), C=CC1=CC=CC=C1 (styrene), N1=C(C=CC=C1)C1=NC=CC=C1 (2,2′-bipyridine), BrCC1=CC=C(C=C1)CBr (α,α′-dibromo-p-xylene), C(C=C)(=O)OCCCC (butyl acrylate). Reactants: O=C(O)c1cccc(Br)n1, N, C1COCCO1, O=S(Cl)Cl. The product is NC(=O)c1cccc(Br)n1. Reaction SMILES: [Br:1][c:2]1[cH:3][cH:4][cH:5][c:6]([C:8](=[O:9])[OH:10])[n:7]1.[NH3:11].[O:16]1[CH2:17][CH2:18][O:19][CH2:20][CH2:21]1.[S:12]([Cl:13])([Cl:14])=[O:15]>>[Br:1][c:2]1[cH:3][cH:4][cH:5][c:6]([C:8](=[O:10])[NH2:11])[n:7]1.